This data is from the Open Reaction Database (ORD), a public repository of structured organic reaction records. The task is: describe an organic reaction: reactants, conditions, products, and yield The reactants are NC1=C(C(=O)N)C=CC(=C1)Cl (2-amino-4-chlorobenzamide), CCN(C(C)C)C(C)C (DIEA), ClC(C(=O)OCC)=O (ethyl chlorooxoacetate). Solvent: C1CCOC1 (THF). Run at time 2 hour. Product: C(N)(=O)C1=C(C=C(C=C1)Cl)NC(C(=O)OCC)=O (ethyl 2-(2-carbamoyl-5-chlorophenylamino)-2-oxoacetate). The yield is 87.5%. RXN SMILES: [NH2:1][C:2]1[CH:10]=[C:9]([Cl:11])[CH:8]=[CH:7][C:3]=1[C:4]([NH2:6])=[O:5].CCN(C(C)C)C(C)C.Cl[C:22](=[O:28])[C:23]([O:25][CH2:26][CH3:27])=[O:24]>C1COCC1>[C:4]([C:3]1[CH:7]=[CH:8][C:9]([Cl:11])=[CH:10][C:2]=1[NH:1][C:22](=[O:28])[C:23]([O:25][CH2:26][CH3:27])=[O:24])(=[O:5])[NH2:6]. Reported procedure: To a solution of 2-amino-4-chlorobenzamide (393 mg, 2.30 mmol) and DIEA (0.60 mL, 3.45 mmol) in THF (15 mL) at 0° C. was added ethyl chlorooxoacetate (0.28 mL, 2.53 mmol). The solution was allowed to warm to rt and stir for 2 h. The mixture was concentrated under reduced pressure and the residue was purified by silica gel chromatography eluting with 10-50% EtOAc/hexanes to afford ethyl 2-(2-carbamoyl-5-chlorophenylamino)-2-oxoacetate as a solid (545 mg, 88%). 1H NMR (300 MHz, DMSO-d6) δ 1.32 (t,... The reactants are CC(C)(C)OC(=O)N1CC(NCc2ccc(C#N)cc2)CC1C(=O)N1CCSC1, N#Cc1ccc(CNC2CNC(C(=O)N3CCSC3)C2)cc1, [BH3-]C#N, C=O, CC#N, CC(=O)O, Cl, Cl, [Na+]. Product: CN(Cc1ccc(C#N)cc1)C1CC(C(=O)N2CCSC2)N(C(=O)OC(C)(C)C)C1. RXN SMILES: [C:1]([CH3:2])([CH3:3])([CH3:4])[O:5][C:6](=[O:7])[N:8]1[CH:9]([C:23](=[O:24])[N:25]2[CH2:26][S:27][CH2:28][CH2:29]2)[CH2:10][CH:11]([NH:13][CH2:14][c:15]2[cH:16][cH:17][c:18]([C:21]#[N:22])[cH:19][cH:20]2)[CH2:12]1.[C:32]([c:33]1[cH:34][cH:35][c:36]([CH2:37][NH:38][CH:39]2[CH2:40][NH:41][CH:42]([C:43]([N:44]3[CH2:45][CH2:46][S:47][CH2:48]3)=[O:49])[CH2:50]2)[cH:51][cH:52]1)#[N:53].[C:56]([BH3-:57])#[N:58].[CH2:54]=[O:55].[CH3:60][C:61]#[N:62].[CH3:63][C:64](=[O:65])[OH:66].[ClH:30].[ClH:31].[Na+:59]>>[C:1]([CH3:2])([CH3:3])([CH3:4])[O:5][C:6](=[O:7])[N:8]1[CH:9]([C:23](=[O:24])[N:25]2[CH2:26][S:27][CH2:28][CH2:29]2)[CH2:10][CH:11]([N:13]([CH2:14][c:15]2[cH:16][cH:17][c:18]([C:21]#[N:22])[cH:19][cH:20]2)[CH3:32])[CH2:12]1.